This data is from the Open Reaction Database (ORD), a public repository of structured organic reaction records. The task is: describe an organic reaction: reactants, conditions, products, and yield Reactants: ClC(Cl)(Cl)Cl, CCO, Cl, [Mg], O=C(Cl)c1ccc(C(F)(F)F)cc1[N+](=O)[O-], CC(=O)CC(=O)OC(C)(C)C. Yields the product CC(=O)C(C(=O)OC(C)(C)C)C(=O)c1ccc(C(F)(F)F)cc1[N+](=O)[O-]. RXN SMILES: [C:33]([Cl:34])([Cl:35])([Cl:36])[Cl:37].[CH3:30][CH2:31][OH:32].[ClH:29].[Mg:1].[N+:13](=[O:14])([O-:15])[c:16]1[c:17]([C:18](=[O:19])[Cl:20])[cH:21][cH:22][c:23]([C:25]([F:26])([F:27])[F:28])[cH:24]1.[O:2]=[C:3]([CH2:4][C:5](=[O:6])[O:7][C:8]([CH3:9])([CH3:10])[CH3:11])[CH3:12]>>[O:2]=[C:3]([CH:4]([C:5](=[O:6])[O:7][C:8]([CH3:9])([CH3:10])[CH3:11])[C:18]([c:17]1[c:16]([N+:13](=[O:14])[O-:15])[cH:24][c:23]([C:25]([F:26])([F:27])[F:28])[cH:22][cH:21]1)=[O:19])[CH3:12]. Starting materials: C(C=1C(O)=CC=CC1)(=O)OC (methyl salicylate), FC(S(=O)(=O)OCC(F)(F)F)(F)F (2,2,2-trifluoroethyl trifluoromethanesulfonate), C([O-])([O-])=O.[K+].[K+] (potassium carbonate). The solvent is CC(=O)C (acetone). Conditions: time 3 day. Product: FC(COC1=C(C(=O)OC)C=CC=C1)(F)F (Methyl 2-(2,2,2-Trifluoroethoxy)benzoate). As a reaction SMILES: [C:1]([O:10][CH3:11])(=[O:9])[C:2]1[C:3](=[CH:5][CH:6]=[CH:7][CH:8]=1)[OH:4].FC(F)(F)S(O[CH2:18][C:19]([F:22])([F:21])[F:20])(=O)=O.C(=O)([O-])[O-].[K+].[K+]>CC(C)=O>[F:20][C:19]([F:22])([F:21])[CH2:18][O:4][C:3]1[CH:5]=[CH:6][CH:7]=[CH:8][C:2]=1[C:1]([O:10][CH3:11])=[O:9] |f:2.3.4|. Reported procedure: A mixture of methyl salicylate (6.4 ml., 7.6 g., 0.05 mole), 2,2,2-trifluoroethyl trifluoromethanesulfonate (13.9 g., 0.06 mole), anhydrous potassium carbonate (13.8 g., 0.1 mole) and acetone (150 ml.) is heated under reflux with efficient stirring for three days. The product is filtered and the filtrate is concentrated to a small volume. It is diluted with cold water and the resulting precipitate is collected and washed successively with cold dilute sodium hydroxide solution and water. The desi... Reactants: NCCCc1nc(N2CCN(c3ccc(Cl)cc3)CC2)nc2c(Br)csc12, C[O-], CO, [I-], [Na+], [Na+]. The product is COc1csc2c(CCCN)nc(N3CCN(c4ccc(Cl)cc4)CC3)nc12. RXN SMILES: [Br:1][c:2]1[cH:3][s:4][c:5]2[c:6]1[n:7][c:8]([N:15]1[CH2:16][CH2:17][N:18]([c:21]3[cH:22][cH:23][c:24]([Cl:27])[cH:25][cH:26]3)[CH2:19][CH2:20]1)[n:9][c:10]2[CH2:11][CH2:12][CH2:13][NH2:14].[CH3:28][O-:29].[CH3:33][OH:34].[I-:32].[Na+:30].[Na+:31]>>[c:2]1([O:29][CH3:28])[cH:3][s:4][c:5]2[c:6]1[n:7][c:8]([N:15]1[CH2:16][CH2:17][N:18]([c:21]3[cH:22][cH:23][c:24]([Cl:27])[cH:25][cH:26]3)[CH2:19][CH2:20]1)[n:9][c:10]2[CH2:11][CH2:12][CH2:13][NH2:14]. Reactants: ClC=1C=CC2=C(NC(CC(C2=O)=CN(C)C)=O)C1 (8-chloro-4-dimethylaminomethylene-3,4-dihydro-1H-benzo[b]azepine-2,5-dione), [N+](=O)(O)[O-].OCCC=1C=C(C=CC1)NC(=N)N (N-[3-(2-hydroxy-ethyl)-phenyl]-guanidine nitrate). Yields the product ClC=1C=CC2=C(NC(CC3=C2N=C(N=C3)NC3=CC(=CC=C3)CCO)=O)C1 (9-Chloro-2-[3-(2-hydroxy-ethyl)-phenylamino]-5H,7H-benzo[b]pyrimido[4,5-d]azepin-6-one). RXN SMILES: [Cl:1][C:2]1[CH:3]=[CH:4][C:5]2[C:11](=O)[C:10](=[CH:13]N(C)C)[CH2:9][C:8](=[O:17])[NH:7][C:6]=2[CH:18]=1.[N+]([O-])(O)=O.[OH:23][CH2:24][CH2:25][C:26]1[CH:27]=[C:28]([NH:32][C:33]([NH2:35])=[NH:34])[CH:29]=[CH:30][CH:31]=1>>[Cl:1][C:2]1[CH:3]=[CH:4][C:5]2[C:11]3[N:34]=[C:33]([NH:32][C:28]4[CH:29]=[CH:30][CH:31]=[C:26]([CH2:25][CH2:24][OH:23])[CH:27]=4)[N:35]=[CH:13][C:10]=3[CH2:9][C:8](=[O:17])[NH:7][C:6]=2[CH:18]=1 |f:1.2|. Procedure details: In a manner similar to that described for method I, 8-chloro-4-dimethylaminomethylene-3,4-dihydro-1H-benzo[b]azepine-2,5-dione (v-j) and N-[3-(2-hydroxy-ethyl)-phenyl]-guanidine nitrate were converted to I-80 (65%): HRMS Calcd. for C20H17ClN4O2: 381.1118, Found 381.1126. The reactants are O=C1C[C@@H](CC1)C(=O)OCC1=CC=CC=C1 ((R)-benzyl 3-oxocyclopentanecarboxylate), [Cl-].[NH4+] (ammonium chloride), BrCC=C (3-bromoprop-1-ene). Reagents/catalysts: [Zn] (zinc). Run in C1CCOC1 (THF). Reaction conditions: temperature 80 celsius, time 12 hour. The product is C(C=C)C1(C[C@@H](CC1)C(=O)OCC1=CC=CC=C1)O ((1R)-benzyl 3-allyl-3-hydroxycyclopentanecarboxylate). Yield: 48.6%. Reaction SMILES: [O:1]=[C:2]1[CH2:6][CH2:5][C@@H:4]([C:7]([O:9][CH2:10][C:11]2[CH:16]=[CH:15][CH:14]=[CH:13][CH:12]=2)=[O:8])[CH2:3]1.[Cl-].[NH4+].Br[CH2:20][CH:21]=[CH2:22]>C1COCC1.[Zn]>[CH2:22]([C:2]1([OH:1])[CH2:6][CH2:5][C@@H:4]([C:7]([O:9][CH2:10][C:11]2[CH:12]=[CH:13][CH:14]=[CH:15][CH:16]=2)=[O:8])[CH2:3]1)[CH:21]=[CH2:20] |f:1.2|. Procedure: To a solution of (R)-benzyl 3-oxocyclopentanecarboxylate (1 g, 4.58 mmol) in THF (10 mL) was added zinc powder (2.098 mL, 229 mmol), saturated aqueous ammonium chloride solution (20 mL) followed by 3-bromoprop-1-ene (1.663 g, 13.75 mmol) slowly at room temperature. The resulting mixture was heated to 80° C. for 3 hours, then allowed to stir at room temperature for additional 12 hours. The reaction mixture was filtered and the filtrate concentrated. To the residue was added ethyl acetate (20 mL) ...